This data is from the Open Reaction Database (ORD), a public repository of structured organic reaction records. The task is: describe an organic reaction: reactants, conditions, products, and yield Reported procedure: It is similarly prepared according to the procedure of (22), but using (S)-2-(1-Fluoro-2-morpholin-4-yl-2-oxo-ethyl)-5-phenyl-pentanoic acid methyl ester (6a). As a reaction SMILES: O[C@@H]([C@@H](CCCC1C=CC=CC=1)C(O)=O)C(N1CCOCC1)=O.C[O:25][C:26](=[O:47])[C@@H:27]([CH:37]([F:46])[C:38]([N:40]1[CH2:45][CH2:44][O:43][CH2:42][CH2:41]1)=[O:39])[CH2:28][CH2:29][CH2:30][C:31]1[CH:36]=[CH:35][CH:34]=[CH:33][CH:32]=1>>[F:46][CH:37]([C@@H:27]([CH2:28][CH2:29][CH2:30][C:31]1[CH:32]=[CH:33][CH:34]=[CH:35][CH:36]=1)[C:26]([OH:47])=[O:25])[C:38]([N:40]1[CH2:41][CH2:42][O:43][CH2:44][CH2:45]1)=[O:39]. Reactants: O[C@H](C(=O)N1CCOCC1)[C@H](C(=O)O)CCCC1=CC=CC=C1 ((R)-2-((S)-1-Hydroxy-2-morpholin-4-yl-2-oxo-ethyl)-5-phenyl-pentanoic acid), COC([C@H](CCCC1=CC=CC=C1)C(C(=O)N1CCOCC1)F)=O ((S)-2-(1-Fluoro-2-morpholin-4-yl-2-oxo-ethyl)-5-phenyl-pentanoic acid methyl ester). Product: FC(C(=O)N1CCOCC1)[C@H](C(=O)O)CCCC1=CC=CC=C1 ((S)-2-(1-Fluoro-2-morpholin-4-yl-2-oxo-ethyl)-5-phenyl-pentanoic acid). Starting materials: CCN(CC)S(F)(F)F, CO, CCOC(=O)c1cn2c3c(c(F)c(F)cc3c1=O)CCN2CO, C1CCOC1. Yields the product CCOC(=O)c1cn2c3c(c(F)c(F)cc3c1=O)CCN2COC. As a reaction SMILES: [CH2:24]([N:25]([S:26]([F:27])([F:28])[F:29])[CH2:30][CH3:31])[CH3:32].[CH3:33][OH:34].[F:1][c:2]1[c:3]2[c:8]3[n:7]([cH:15][c:14]([C:16](=[O:17])[O:18][CH2:19][CH3:20])[c:13](=[O:21])[c:9]3[cH:10][c:11]1[F:12])[N:6]([CH2:22][OH:23])[CH2:5][CH2:4]2.[O:35]1[CH2:36][CH2:37][CH2:38][CH2:39]1>>[F:1][c:2]1[c:3]2[c:8]3[n:7]([cH:15][c:14]([C:16](=[O:17])[O:18][CH2:19][CH3:20])[c:13](=[O:21])[c:9]3[cH:10][c:11]1[F:12])[N:6]([CH2:22][O:23][CH3:24])[CH2:5][CH2:4]2. Starting materials: C=CCC1(S(=O)(=O)Nc2c(Nc3ccc(I)cc3F)c(F)c(F)c3ccoc23)CC1, ClCCl, C1COCCO1, O, Cc1cccc(C)n1. The product is O=CCC1(S(=O)(=O)Nc2c(Nc3ccc(I)cc3F)c(F)c(F)c3ccoc23)CC1. RXN SMILES: [CH2:9]([CH:10]=[CH2:11])[C:12]1([S:15](=[O:16])(=[O:17])[NH:18][c:19]2[c:20]([NH:30][c:31]3[c:32]([F:38])[cH:33][c:34]([I:37])[cH:35][cH:36]3)[c:21]([F:29])[c:22]([F:28])[c:23]3[cH:24][cH:25][o:26][c:27]23)[CH2:13][CH2:14]1.[Cl:46][CH2:47][Cl:48].[O:39]1[CH2:40][CH2:41][O:42][CH2:43][CH2:44]1.[OH2:45].[n:1]1[c:2]([CH3:3])[cH:4][cH:5][cH:6][c:7]1[CH3:8]>>[CH2:9]([CH:10]=[O:39])[C:12]1([S:15](=[O:16])(=[O:17])[NH:18][c:19]2[c:20]([NH:30][c:31]3[c:32]([F:38])[cH:33][c:34]([I:37])[cH:35][cH:36]3)[c:21]([F:29])[c:22]([F:28])[c:23]3[cH:24][cH:25][o:26][c:27]23)[CH2:13][CH2:14]1.